Task: describe an organic reaction: reactants, conditions, products, and yield. Dataset: the Open Reaction Database (ORD), a public repository of structured organic reaction records Reactants: C(C)(=O)NC=1C=C(C=CC1O)C(C)=O (1-[3-acetylamino-4-hydroxyphenyl] ethanone), C(=O)([O-])[O-].[K+].[K+] (K2CO3), ClCCCBr (3-chloro-1-bromopropane). The solvent is CC(=O)C (acetone). Yields the product C(C)(=O)NC=1C=C(C=CC1OCCCCl)CC=O (2-[3-acetylamino-4-(3-chloropropoxy)phenyl]ethanone). The yield is 78.8%. As a reaction SMILES: [C:1]([NH:4][C:5]1[CH:6]=[C:7]([C:12](=O)[CH3:13])[CH:8]=[CH:9][C:10]=1[OH:11])(=[O:3])[CH3:2].C([O-])([O-])=[O:16].[K+].[K+].[Cl:21][CH2:22][CH2:23][CH2:24]Br>CC(C)=O>[C:1]([NH:4][C:5]1[CH:6]=[C:7]([CH2:12][CH:13]=[O:16])[CH:8]=[CH:9][C:10]=1[O:11][CH2:24][CH2:23][CH2:22][Cl:21])(=[O:3])[CH3:2] |f:1.2.3|. Reported procedure: A stirred mixture of 1-[3-acetylamino-4-hydroxyphenyl] ethanone (7.7 g, 40 mmol), K2CO3 (5.7 g), 3-chloro-1-bromopropane (8.9 g, 56 mmol) and acetone (100 ml) was refluxed for 16 hours. The reaction was allowed to cool to ambient temperature and filtered. Concentration of the filtrate yielded 8.5 g of a white solid. The solid was recrystallized from toluene and then from ethanol to afford 6.5 g of an off-white solid. A 3.3 g sample of this material was flash chromatographed on silica gel with et... Reactants: C(#C)[Mg]Br (ethynylmagnesium bromide), ClC1=C(N=C(N(C1=O)C=1C=C(C(=O)N(C)OC)C=CC1C)C)OCC=1N=C(SC1)C (3-[5-chloro-2-methyl-4-(2-methyl-thiazol-4-ylmethoxy)-6-oxo-6H-pyrimidin-1-yl]-N-methoxy-4,N-dimethyl-benzamide), Grignard reagent. Run in O1CCCC1 (tetrahydrofuran), O1CCCC1 (tetrahydrofuran). Product: ClC=1C(N(C(=NC1OCC=1N=C(SC1)C)C)C1=C(C=CC(=C1)C(C#C)=O)C)=O (5-chloro-2-methyl-3-(2-methyl-5-propynoyl-phenyl)-6-(2-methyl-thiazol-4-ylmethoxy)-3H-pyrimidin-4-one). Reaction SMILES: [Cl:1][C:2]1[C:7](=[O:8])[N:6]([C:9]2[CH:10]=[C:11]([CH:18]=[CH:19][C:20]=2[CH3:21])[C:12](N(OC)C)=[O:13])[C:5]([CH3:22])=[N:4][C:3]=1[O:23][CH2:24][C:25]1[N:26]=[C:27]([CH3:30])[S:28][CH:29]=1.[C:31]([Mg]Br)#[CH:32]>O1CCCC1>[Cl:1][C:2]1[C:7](=[O:8])[N:6]([C:9]2[CH:10]=[C:11]([C:12](=[O:13])[C:31]#[CH:32])[CH:18]=[CH:19][C:20]=2[CH3:21])[C:5]([CH3:22])=[N:4][C:3]=1[O:23][CH2:24][C:25]1[N:26]=[C:27]([CH3:30])[S:28][CH:29]=1. Reported procedure: To a solution of 3-[5-chloro-2-methyl-4-(2-methyl-thiazol-4-ylmethoxy)-6-oxo-6H-pyrimidin-1-yl]-N-methoxy-4,N-dimethyl-benzamide from Step B (93 mg, 0.21 mmol) in tetrahydrofuran (2 mL), cooled using an ice water bath, was added ethynylmagnesium bromide, 0.5M in tetrahydrofuran, (0.62 mL, 0.31 mmol) in a drop-wise manner. Additional Grignard reagent was added as necessary to ensure full product formation. After thirty minutes, the reaction was quenched into ice cold water and extracted with ethy... Starting materials: FC(C1=C(CN2CCC(CC2)C=O)C=CC(=C1)C(F)(F)F)(F)F (1-[2,4-bis(trifluoromethyl)benzyl]piperidine-4-carbaldehyde), O[C@H]1[C@@H](CCCC1)NC1=NC(SC1)=O (4-{[(1R,2R)-2-hydroxycyclohexyl]amino}thiazol-2(5H)-one), C(C)(=O)[O-].[NH2+]1CCCCC1 (piperidinium acetate). Run in CC(C)O (2-propanol). Run at temperature 80 celsius, time 8 hour. Product: FC(C1=C(CN2CCC(CC2)\C=C/2\C(=NC(S2)=O)N[C@H]2[C@@H](CCCC2)O)C=CC(=C1)C(F)(F)F)(F)F ((−)-(5Z)-5-({1-[2,4-bis(trifluoromethyl)benzyl]piperidin-4-yl}methylidene)-4-{[(1R,2R)-2-hydroxycyclohexyl]amino}-1,3-thiazol-2(5H)-one). Yield: 44.7%. Reaction SMILES: [F:1][C:2]([F:23])([F:22])[C:3]1[CH:17]=[C:16]([C:18]([F:21])([F:20])[F:19])[CH:15]=[CH:14][C:4]=1[CH2:5][N:6]1[CH2:11][CH2:10][CH:9]([CH:12]=O)[CH2:8][CH2:7]1.[OH:24][C@@H:25]1[CH2:30][CH2:29][CH2:28][CH2:27][C@H:26]1[NH:31][C:32]1[CH2:36][S:35][C:34](=[O:37])[N:33]=1.C([O-])(=O)C.[NH2+]1CCCCC1>CC(O)C>[F:1][C:2]([F:22])([F:23])[C:3]1[CH:17]=[C:16]([C:18]([F:20])([F:21])[F:19])[CH:15]=[CH:14][C:4]=1[CH2:5][N:6]1[CH2:7][CH2:8][CH:9](/[CH:12]=[C:36]2/[C:32]([NH:31][C@@H:26]3[CH2:27][CH2:28][CH2:29][CH2:30][C@H:25]3[OH:24])=[N:33][C:34](=[O:37])[S:35]/2)[CH2:10][CH2:11]1 |f:2.3|. Reported procedure: To a solution of 1-[2,4-bis(trifluoromethyl)benzyl]piperidine-4-carbaldehyde (1.01 g) in 2-propanol (15 mL) were added 4-{[(1R,2R)-2-hydroxycyclohexyl]amino}thiazol-2(5H)-one (960 mg) and piperidinium acetate (443 mg). The reaction mixture was stirred at 80° C. overnight, and the solvent was evaporated under reduced pressure. The residue was purified by silica gel column chromatography (ethyl acetate/hexane) and silica gel column chromatography (NH, methanol/ethyl acetate), and recrystallized fr... The reactants are N#Cc1ccc(B(O)O)cc1, CC(Nc1nccc(-n2cnc3cc(I)ccc32)n1)c1ccccc1. The product is CC(Nc1nccc(-n2cnc3cc(-c4ccc(C#N)cc4)ccc32)n1)c1ccccc1. RXN SMILES: [C:26](#[N:27])[c:28]1[cH:29][cH:30][c:31]([B:34]([OH:35])[OH:36])[cH:32][cH:33]1.[c:1]1([CH:7]([CH3:8])[NH:9][c:10]2[n:11][cH:12][cH:13][c:14](-[n:16]3[cH:17][n:18][c:19]4[c:20]3[cH:21][cH:22][c:23]([I:25])[cH:24]4)[n:15]2)[cH:2][cH:3][cH:4][cH:5][cH:6]1>>[c:1]1([CH:7]([CH3:8])[NH:9][c:10]2[n:11][cH:12][cH:13][c:14](-[n:16]3[cH:17][n:18][c:19]4[c:20]3[cH:21][cH:22][c:23](-[c:31]3[cH:30][cH:29][c:28]([C:26]#[N:27])[cH:33][cH:32]3)[cH:24]4)[n:15]2)[cH:2][cH:3][cH:4][cH:5][cH:6]1.